This data is from the Open Reaction Database (ORD), a public repository of structured organic reaction records. The task is: describe an organic reaction: reactants, conditions, products, and yield Reactants: CC(C)CC(NC(=O)C1Cc2ccc([N+](=O)[O-])cc2CN1C(=O)OC(C)(C)C)C(=O)OC1CCCC1, CCOC(C)=O. Yields the product CC(C)CC(NC(=O)C1Cc2ccc(N)cc2CN1C(=O)OC(C)(C)C)C(=O)OC1CCCC1. Reaction SMILES: [C:1]([CH3:2])([CH3:3])([CH3:4])[O:5][C:6](=[O:7])[N:8]1[CH2:9][c:10]2[cH:11][c:12]([N+:34]([O-:35])=[O:36])[cH:13][cH:14][c:15]2[CH2:16][CH:17]1[C:18]([NH:19][CH:20]([CH2:21][CH:22]([CH3:23])[CH3:24])[C:25](=[O:26])[O:27][CH:28]1[CH2:29][CH2:30][CH2:31][CH2:32]1)=[O:33].[CH3:37][CH2:38][O:39][C:40]([CH3:41])=[O:42]>>[C:1]([CH3:2])([CH3:3])([CH3:4])[O:5][C:6](=[O:7])[N:8]1[CH2:9][c:10]2[cH:11][c:12]([NH2:34])[cH:13][cH:14][c:15]2[CH2:16][CH:17]1[C:18]([NH:19][CH:20]([CH2:21][CH:22]([CH3:23])[CH3:24])[C:25](=[O:26])[O:27][CH:28]1[CH2:29][CH2:30][CH2:31][CH2:32]1)=[O:33]. The reactants are [Br-], C[Mg+], CC(C)N1CCCc2cc(C=O)ccc21, [Cl-], [NH4+]. Product: CC(O)c1ccc2c(c1)CCCN2C(C)C. As a reaction SMILES: [Br-:1].[CH3:2][Mg+:3].[CH3:4][CH:5]([CH3:6])[N:7]1[CH2:8][CH2:9][CH2:10][c:11]2[cH:12][c:13]([CH:17]=[O:18])[cH:14][cH:15][c:16]21.[Cl-:19].[NH4+:20]>>[CH3:2][CH:17]([c:13]1[cH:12][c:11]2[c:16]([cH:15][cH:14]1)[N:7]([CH:5]([CH3:4])[CH3:6])[CH2:8][CH2:9][CH2:10]2)[OH:18]. The reactants are CC(C)(C)OC(=O)N1C[C@@H]2C[C@H]1CN2, C1=CC(=CC(=C1)Br)C(F)(F)F. Reagents/catalysts: CC(C)(C)[O-].[Na+], C1=CC=C(C=C1)P(C2=CC=CC=C2)C3=C(C4=CC=CC=C4C=C3)C5=C(C=CC6=CC=CC=C65)P(C7=CC=CC=C7)C8=CC=CC=C8, C1=CC=C(C=C1)/C=C/C(=O)/C=C/C2=CC=CC=C2.C1=CC=C(C=C1)/C=C/C(=O)/C=C/C2=CC=CC=C2.C1=CC=C(C=C1)/C=C/C(=O)/C=C/C2=CC=CC=C2.[Pd].[Pd]. Solvent: C1COCCO1. Reaction conditions: temperature 150 celsius. Yields the product CC(C)(C)OC(=O)N1CC2CC1CN2C3=CC=CC(=C3)C(F)(F)F. Yield: 99.4%. Procedure details: A 50 ml round bottom equipped with stir bar was charged with binap (0.219 g, 0.34 mmol) and TRIS(DIBENZYLIDENEACETONE)DIPALLADIUM(0) (0.132 g, 0.14 mmol) dissolved in dioxane (6 mL). This was degassed and purged with nitrogen and stirred at RT for 10 mins. 1-bromo-3-(trifluoromethyl)benzene (0.301 mL, 2.16 mmol) followed by tert-butyl 2,5-diazabicyclo[2.2.1]heptane-2-carboxylate (0.3 g, 1.44 mmol) and SODIUM TERT-BUTOXIDE (0.570 g, 5.75 mmol) were added, and the reaction was stirred at 180 °C fo... Starting materials: C(C)O (ethanol), C1(=CC=C(C=C1)S(=O)(=O)O)C (p-toluenesulfonic acid), acetal, [OH-].[Na+] (sodium hydroxide), C(CC)=O (propionaldehyde). Run in C1CCCCC1 (cyclohexane), O (water). Reaction conditions: time 5 minute. Yields the product C(C)OC(CC)OCC (propionaldehyde diethyl acetal). As a reaction SMILES: [CH2:1]([OH:3])[CH3:2].[C:4]1([CH3:14])[CH:9]=CC(S(O)(=O)=O)=CC=1.[CH:15](=[O:18])[CH2:16]C.[OH-].[Na+]>O.C1CCCCC1>[CH2:1]([O:3][CH:9]([O:18][CH2:15][CH3:16])[CH2:4][CH3:14])[CH3:2] |f:3.4|. Procedure: To 553.2 g of ethanol, 900 g of cyclohexane, and 5.7 g of p-toluenesulfonic acid placed in a 4 liter three-necked flask fitted with a stirrer, dropping funnel, reflux condenser, and internal thermometer, 348.6 g of propionaldehyde are added with stirring in the course of 5 minutes. Owing to the acetal formation, which starts spontaneously, the internal temperature rises to about 40° C. The mixture is allowed to react at 40° C. for 30 minutes, a pH of 7.0 is then established in the reaction mixtu... The reactants are CC(C)(C)NC(=O)C1CCC2C3CCC4=C(N=[N+]=[N-])C(=O)CCC4(C)C3CCC12C, c1ccc(P(c2ccccc2)c2ccccc2)cc1. Product: CC(C)(C)NC(=O)C1CCC2C3CCC4=C(N)C(=O)CCC4(C)C3CCC12C. As a reaction SMILES: [CH3:1][C:2]([CH3:3])([CH3:4])[NH:5][C:6](=[O:7])[CH:8]1[C:9]2([CH3:10])[CH:11]([CH2:12][CH2:13]1)[CH:14]1[CH2:15][CH2:16][C:17]3=[C:18]([N:28]=[N+:29]=[N-:30])[C:19](=[O:27])[CH2:20][CH2:21][C:22]3([CH3:23])[CH:24]1[CH2:25][CH2:26]2.[c:31]1([P:32]([c:33]2[cH:34][cH:35][cH:36][cH:37][cH:38]2)[c:39]2[cH:40][cH:41][cH:42][cH:43][cH:44]2)[cH:45][cH:46][cH:47][cH:48][cH:49]1>>[CH3:1][C:2]([CH3:3])([CH3:4])[NH:5][C:6](=[O:7])[CH:8]1[C:9]2([CH3:10])[CH:11]([CH2:12][CH2:13]1)[CH:14]1[CH2:15][CH2:16][C:17]3=[C:18]([NH2:28])[C:19](=[O:27])[CH2:20][CH2:21][C:22]3([CH3:23])[CH:24]1[CH2:25][CH2:26]2.